From a dataset of the Open Reaction Database (ORD), a public repository of structured organic reaction records. describe an organic reaction: reactants, conditions, products, and yield The reactants are CC(C)(C)n1nc(CCC=O)cc1-c1cccs1, Cc1cccc(N2CCNCC2C)c1, CCN(C(C)C)C(C)C. Product: Cc1cccc(N2CCN(CCCc3cc(-c4cccs4)n(C(C)(C)C)n3)CC2C)c1. As a reaction SMILES: [C:1]([CH3:2])([CH3:3])([CH3:4])[n:5]1[n:6][c:7]([CH2:15][CH2:16][CH:17]=[O:18])[cH:8][c:9]1-[c:10]1[s:11][cH:12][cH:13][cH:14]1.[CH3:19][CH:20]1[N:21]([c:26]2[cH:27][c:28]([CH3:32])[cH:29][cH:30][cH:31]2)[CH2:22][CH2:23][NH:24][CH2:25]1.[CH:33]([N:34]([CH2:35][CH3:36])[CH:37]([CH3:38])[CH3:39])([CH3:40])[CH3:41]>>[C:1]([CH3:2])([CH3:3])([CH3:4])[n:5]1[n:6][c:7]([CH2:15][CH2:16][CH2:17][N:24]2[CH2:23][CH2:22][N:21]([c:26]3[cH:27][c:28]([CH3:32])[cH:29][cH:30][cH:31]3)[CH:20]([CH3:19])[CH2:25]2)[cH:8][c:9]1-[c:10]1[s:11][cH:12][cH:13][cH:14]1. The reactants are FC(C1=C(C=O)C=CC=C1)(F)F (2-trifluoromethylbenzaldehyde), C(C)OC(CC(=O)CCl)=O (4-chloroacetoacetic acid ethyl ester), C(C)(=O)O (acetic acid), N1CCCCC1 (piperidine). RXN SMILES: [F:1][C:2]([F:12])([F:11])[C:3]1[CH:10]=[CH:9][CH:8]=[CH:7][C:4]=1[CH:5]=O.[CH2:13]([O:15][C:16](=[O:22])[CH2:17][C:18]([CH2:20][Cl:21])=[O:19])[CH3:14].C(O)(=O)C.N1CCCCC1>C1C=CC=CC=1.C(OCC)(=O)C.O>[CH2:13]([O:15][C:16](=[O:22])[C:17](=[CH:5][C:4]1[CH:7]=[CH:8][CH:9]=[CH:10][C:3]=1[C:2]([F:12])([F:11])[F:1])[C:18](=[O:19])[CH2:20][Cl:21])[CH3:14]. Procedure details: 226.2 g of 2-trifluoromethylbenzaldehyde, 235 g of 4-chloroacetoacetic acid ethyl ester, 4.2 ml of glacial acetic acid and 2.1 ml of piperidine were dissolved in 500 ml of benzene and the solution was boiled for 8 hours using a water separator. 1 liter of ethyl acetate was added and the mixture was extracted twice with sodium bicarbonate, once with citric acid and once more with water, dried and evaporated. The crude product was subjected to incipient distillation up to 130° under a high vacuum ... Conditions: time 8 hour. Yields the product C(C)OC(C(C(CCl)=O)=CC1=C(C=CC=C1)C(F)(F)F)=O (2-(2-Trifluoromethylbenzylidene)-3-oxo-4-chlorobutyric acid ethyl ester). Solvent: C1=CC=CC=C1 (benzene), O (water), C(C)(=O)OCC (ethyl acetate). Reactants: [OH-].[K+] (potassium hydroxide), O=C1CCN(CC1)C(=O)OCC (ethyl 4-oxopiperidine-1-carboxylate), C(C)(=O)OCC (ethyl acetate), C(C)(=O)O.C(C)(=O)O.IC1=CC=CC=C1 (iodobenzene diacetate). Run in CO (methanol), CO (methanol), hexanes. Conditions: temperature 0 celsius, time 30 minute. Yields the product OC1CN(CCC1(OC)OC)C(=O)OCC (ethyl 3-hydroxy-4,4-dimethoxypiperidine-1-carboxylate). The yield is 65.5%. Reaction SMILES: [OH-:1].[K+].[O:3]=[C:4]1[CH2:9][CH2:8][N:7]([C:10]([O:12][CH2:13][CH3:14])=[O:11])[CH2:6][CH2:5]1.[C:15](O)(=[O:17])C.[C:19](O)(=O)C.IC1C=CC=CC=1.C(OCC)(=O)C>CO>[OH:1][CH:9]1[C:4]([O:17][CH3:15])([O:3][CH3:19])[CH2:5][CH2:6][N:7]([C:10]([O:12][CH2:13][CH3:14])=[O:11])[CH2:8]1 |f:0.1,3.4.5|. Procedure details: To a stirred solution of potassium hydroxide (42 g, 752 mmol) in dry methanol (100 mL), at 0° C. and under an atmosphere of N2, was added a solution of ethyl 4-oxopiperidine-1-carboxylate (26.4 mL, 29.96 g, 175 mmol) in dry methanol (75 mL) via syringe. The resulting solution was stirred for an additional 30 minutes under an atmosphere of N2 at 0° C. To it, in small portions over approximately 90 minutes, was added iodobenzene diacetate (84.6 g, 262 mmol). Temperature was kept near 0° C. through... Reactants: C(C)(=O)O (Acetic acid), C(C)(C)(C)OC(=O)N1C=C(C=2C1=NC=CC2)CC=2C(=NNC2C)C (3-(3,5-Dimethyl-1H-pyrazol-4-ylmethyl)-pyrrolo[2,3-b]pyridine-1-carboxylic acid tert-butyl ester), N(=C=O)CC1=CC=C(C=C1)OC (1-Isocyanatomethyl-4-methoxy-benzene), 1,8-Diazabicylo[5.4.0]unde-7-ene. Solvent: ClCCl (dichloromethane). Reaction conditions: time 30 minute. The product is COC1=CC=C(CNC(=O)N2N=C(C(=C2C)CC2=CNC3=NC=CC=C32)C)C=C1 (3,5-dimethyl-4-(1H-pyrrolo[2,3-b]pyridin-3-ylmethyl)-pyrazole-1-carboxylic acid 4-methoxy-benzylamide). Reaction SMILES: C(OC([N:8]1[C:12]2=[N:13][CH:14]=[CH:15][CH:16]=[C:11]2[C:10]([CH2:17][C:18]2[C:19]([CH3:24])=[N:20][NH:21][C:22]=2[CH3:23])=[CH:9]1)=O)(C)(C)C.[N:25]([CH2:28][C:29]1[CH:34]=[CH:33][C:32]([O:35][CH3:36])=[CH:31][CH:30]=1)=[C:26]=[O:27].C(O)(=O)C>ClCCl>[CH3:36][O:35][C:32]1[CH:33]=[CH:34][C:29]([CH2:28][NH:25][C:26]([N:21]2[C:22]([CH3:23])=[C:18]([CH2:17][C:10]3[C:11]4[C:12](=[N:13][CH:14]=[CH:15][CH:16]=4)[NH:8][CH:9]=3)[C:19]([CH3:24])=[N:20]2)=[O:27])=[CH:30][CH:31]=1. Procedure: 3-(3,5-dimethyl-1H-pyrazol-4-ylmethyl)-pyrrolo[2,3-b]pyridine-1-carboxylic acid tert-butyl ester (514, 10 mg, 0.03 mmol) was dissolved in dichloromethane (0.5 mL). 1,8-Diazabicylo[5.4.0]unde-7-ene (6 mg, 0.04 mmol) was added. 1-Isocyanatomethyl-4-methoxy-benzene (545, 6.5 mg, 0.04 mmol) was added. The reaction was allowed to proceed at room temperature for 30 minutes. Acetic acid (0.2 mL) was added to the reaction. The solvents were removed under reduced pressure. The residue was dissolved in di... Reactants: CN(C)C=O, Cc1nn(-c2ccc(CCCl)cc2)c(C)c1-c1ccccc1, [N-]=[N+]=[N-], [Na+], O. The product is Cc1nn(-c2ccc(CCN=[N+]=[N-])cc2)c(C)c1-c1ccccc1. RXN SMILES: [CH3:28][N:29]([CH3:30])[CH:31]=[O:32].[Cl:1][CH2:2][CH2:3][c:4]1[cH:5][cH:6][c:7](-[n:10]2[n:11][c:12]([CH3:22])[c:13](-[c:16]3[cH:17][cH:18][cH:19][cH:20][cH:21]3)[c:14]2[CH3:15])[cH:8][cH:9]1.[N-:24]=[N+:25]=[N-:26].[Na+:23].[OH2:27]>>[CH2:2]([CH2:3][c:4]1[cH:5][cH:6][c:7](-[n:10]2[n:11][c:12]([CH3:22])[c:13](-[c:16]3[cH:17][cH:18][cH:19][cH:20][cH:21]3)[c:14]2[CH3:15])[cH:8][cH:9]1)[N:24]=[N+:25]=[N-:26]. Starting materials: [Al+3], CCOC(=O)c1cn(Cc2ccccc2)nc1OCc1ccc(OCc2nc(-c3ccco3)oc2C)c(OCOC)c1, CCOC(C)=O, [H-], [H-], [H-], [H-], [Li+], [Na+], [Na+], C1CCOC1, O, O, O, O, O, O, O, O, O, O, O=S(=O)([O-])[O-]. The product is COCOc1cc(COc2nn(Cc3ccccc3)cc2CO)ccc1OCc1nc(-c2ccco2)oc1C. Reaction SMILES: [Al+3:44].[CH2:1]([c:2]1[cH:3][cH:4][cH:5][cH:6][cH:7]1)[n:8]1[n:9][c:10]([O:18][CH2:19][c:20]2[cH:21][c:22]([O:39][CH2:40][O:41][CH3:42])[c:23]([O:26][CH2:27][c:28]3[n:29][c:30](-[c:34]4[o:35][cH:36][cH:37][cH:38]4)[o:31][c:32]3[CH3:33])[cH:24][cH:25]2)[c:11]([C:13](=[O:14])[O:15][CH2:16][CH3:17])[cH:12]1.[CH3:71][CH2:72][O:73][C:74](=[O:75])[CH3:76].[H-:43].[H-:46].[H-:47].[H-:48].[Li+:45].[Na+:64].[Na+:65].[O:66]1[CH2:67][CH2:68][CH2:69][CH2:70]1.[OH2:49].[OH2:50].[OH2:51].[OH2:52].[OH2:53].[OH2:54].[OH2:55].[OH2:56].[OH2:57].[OH2:58].[S:59]([O-:60])([O-:61])(=[O:62])=[O:63]>>[CH2:1]([c:2]1[cH:3][cH:4][cH:5][cH:6][cH:7]1)[n:8]1[n:9][c:10]([O:18][CH2:19][c:20]2[cH:21][c:22]([O:39][CH2:40][O:41][CH3:42])[c:23]([O:26][CH2:27][c:28]3[n:29][c:30](-[c:34]4[o:35][cH:36][cH:37][cH:38]4)[o:31][c:32]3[CH3:33])[cH:24][cH:25]2)[c:11]([CH2:13][OH:14])[cH:12]1.